describe an organic reaction: reactants, conditions, products, and yield From a dataset of the Open Reaction Database (ORD), a public repository of structured organic reaction records. RXN SMILES: [Cl:1][C:2]1[CH:3]=[C:4]([CH:28]=[CH:29][C:30]=1[C:31]#[N:32])[O:5][CH2:6][C:7]1[S:11][C:10]([C:12]2[CH:17]=[CH:16][C:15]([C:18]([F:21])([F:20])[F:19])=[CH:14][CH:13]=2)=[N:9][C:8]=1[CH2:22][O:23]S(C)(=O)=O.C[O-].[Na+].[C:36](OCC)(=O)C>CO>[Cl:1][C:2]1[CH:3]=[C:4]([O:5][CH2:6][C:7]2[S:11][C:10]([C:12]3[CH:17]=[CH:16][C:15]([C:18]([F:21])([F:19])[F:20])=[CH:14][CH:13]=3)=[N:9][C:8]=2[CH2:22][O:23][CH3:36])[CH:28]=[CH:29][C:30]=1[C:31]#[N:32] |f:1.2|. Solvent: CO (methanol). Reactants: C[O-].[Na+] (sodium methoxide), ClC=1C=C(OCC2=C(N=C(S2)C2=CC=C(C=C2)C(F)(F)F)COS(=O)(=O)C)C=CC1C#N (Methanesulfonic acid 5-(3-chloro-4-cyano-phenoxymethyl)-2-(4-trifluoromethyl-phenyl)-thiazol-4-ylmethyl ester), C(C)(=O)OCC (ethyl acetate). The product is ClC1=C(C#N)C=CC(=C1)OCC1=C(N=C(S1)C1=CC=C(C=C1)C(F)(F)F)COC (2-chloro-4-[4-methoxymethyl-2-(4-trifluoromethyl-phenyl)-thiazol-5-ylmethoxy]-benzonitrile). Procedure details: 120 mg Methanesulfonic acid 5-(3-chloro-4-cyano-phenoxymethyl)-2-(4-trifluoromethyl-phenyl)-thiazol-4-ylmethyl ester were dissolved in 5 ml methanol. 12.9 mg sodium methoxide were added and the mixture stirred at 50° C. for one hour. The reaction mixture was diluted by addition of 50 ml ethyl acetate, washed with one molar hydrochloric acid then dried over MgSO4. The solvent was removed in vacuo and the residue purified by RP-HPLC to provide 30 mg of 2-chloro-4-[4-methoxymethyl-2-(4-trifluoromet... Reaction conditions: temperature 50 celsius, time 1 hour. Starting materials: CC(C)(C)OC(=O)N1CCN(Cc2ccccc2)CC1CCOS(C)(=O)=O, O=C([O-])O, [I-], [Na+], [Na+], CN(C)C=O, Oc1ccccc1. Product: CC(C)(C)OC(=O)N1CCN(Cc2ccccc2)CC1CCOc1ccccc1. As a reaction SMILES: [C:1]([CH3:2])([CH3:3])([CH3:4])[O:5][C:6](=[O:7])[N:8]1[CH:9]([CH2:21][CH2:22][O:23][S:24]([CH3:25])(=[O:26])=[O:27])[CH2:10][N:11]([CH2:14][c:15]2[cH:16][cH:17][cH:18][cH:19][cH:20]2)[CH2:12][CH2:13]1.[C:42](=[O:43])([OH:44])[O-:45].[I-:29].[Na+:28].[Na+:46].[O:37]=[CH:38][N:39]([CH3:40])[CH3:41].[OH:30][c:31]1[cH:32][cH:33][cH:34][cH:35][cH:36]1>>[C:1]([CH3:2])([CH3:3])([CH3:4])[O:5][C:6](=[O:7])[N:8]1[CH:9]([CH2:21][CH2:22][O:23][c:31]2[cH:32][cH:33][cH:34][cH:35][cH:36]2)[CH2:10][N:11]([CH2:14][c:15]2[cH:16][cH:17][cH:18][cH:19][cH:20]2)[CH2:12][CH2:13]1. Reactants: BrC1=CC2=C(NC=N2)C(=C1)C(=O)O (5-Bromo-1H-benzo[d]imidazole-7-carboxylic acid), C(C)O (ethanol), C(C(=O)Cl)(=O)Cl (oxalyl chloride), crude product, C(C(=O)Cl)(=O)Cl (oxalyl chloride), C(C(=O)Cl)(=O)Cl (oxalyl chloride), C(C)O (ethanol). The reagents and catalysts are CN(C)C=O (DMF), CN(C)C=O (DMF). Solvent: ClC(C)Cl (dichloroethane). Reaction conditions: time 10 minute. Product: BrC1=CC2=C(NC=N2)C(=C1)C(=O)OCC (Ethyl 5-bromo-1H-benzo[d]imidazole-7-carboxylate). RXN SMILES: [Br:1][C:2]1[CH:10]=[C:9]([C:11]([OH:13])=[O:12])[C:5]2[NH:6][CH:7]=[N:8][C:4]=2[CH:3]=1.[C:14](Cl)(=O)[C:15](Cl)=O.C(O)C>ClC(Cl)C.CN(C=O)C>[Br:1][C:2]1[CH:10]=[C:9]([C:11]([O:13][CH2:14][CH3:15])=[O:12])[C:5]2[NH:6][CH:7]=[N:8][C:4]=2[CH:3]=1. Procedure details: To a suspension of crude 5-Bromo-1H-benzo[d]imidazole-7-carboxylic acid (247 mg, 0.81 mmol, 77% pure) in dichloroethane under N2 with stirring was added oxalyl chloride (0.5 mL, 5.6 equiv). Added one drop of DMF as catalyst. After 10 min, the suspension was treated with another 0.5 mL of oxalyl chloride. After 2.5 h, when effervescence ceased, added another 0.5 mL portion of oxalyl chloride and 2 drops of DMF and continued the reaction for another 1.5 h. The reaction mixture was added to 50 mL o... Starting materials: Cl (hydrochloric acid), COC(=O)C=1OC(=C(C1)COC1=CC=C(C=C1)I)C (4-(4-Iodo-phenoxymethyl)-5-methyl-furan-2-carboxylic acid methyl ester), [OH-].[Li+] (lithium hydroxide). Run in O (water), O1CCCC1 (tetrahydrofuran), O (water). Yields the product IC1=CC=C(OCC=2C=C(OC2C)C(=O)O)C=C1 (4-(4-Iodo-phenoxymethyl)-5-methyl-furan-2-carboxylic acid). Isolated yield 70.4%. As a reaction SMILES: C[O:2][C:3]([C:5]1[O:6][C:7]([CH3:19])=[C:8]([CH2:10][O:11][C:12]2[CH:17]=[CH:16][C:15]([I:18])=[CH:14][CH:13]=2)[CH:9]=1)=[O:4].[OH-].[Li+].Cl>O1CCCC1.O>[I:18][C:15]1[CH:16]=[CH:17][C:12]([O:11][CH2:10][C:8]2[CH:9]=[C:5]([C:3]([OH:4])=[O:2])[O:6][C:7]=2[CH3:19])=[CH:13][CH:14]=1 |f:1.2|. Procedure details: A stirred solution of 4-(4-iodo-phenoxymethyl)-5-methyl-furan-2-carboxylic acid methyl ester (20) (2.7 g) in tetrahydrofuran (25 mL) was treated with a solution of lithium hydroxide (1.5 g) in water (2 mL). After 3 hours the reaction mixture was diluted with water and acidified to pH 2 with 1.0 M hydrochloric acid. The white precipitate was filtered off and dried in vacuo. The solid was triturated with ethyl acetate at 0° C. then collected by filtration to give compound 26 as a white solid (1.83... Starting materials: O=C([O-])[O-], COC(=O)c1cnccc1N, CC1(C)Cc2nc(-c3cc(Cl)ccc3F)nc(I)c2C1, [Cs+], [Cs+], CC(=O)[O-], CC(=O)[O-], C1COCCO1, [Pd+2]. Yields the product COC(=O)c1cnccc1Nc1nc(-c2cc(Cl)ccc2F)nc2c1CC(C)(C)C2. As a reaction SMILES: [C:32](=[O:33])([O-:34])[O-:35].[CH3:21][O:22][C:23]([c:24]1[cH:25][n:26][cH:27][cH:28][c:29]1[NH2:30])=[O:31].[Cl:1][c:2]1[cH:3][cH:4][c:5]([F:20])[c:6](-[c:8]2[n:9][c:10]3[c:11]([c:12]([I:14])[n:13]2)[CH2:15][C:16]([CH3:18])([CH3:19])[CH2:17]3)[cH:7]1.[Cs+:36].[Cs+:37].[O-:45][C:46]([CH3:47])=[O:48].[O-:49][C:50]([CH3:51])=[O:52].[O:38]1[CH2:39][CH2:40][O:41][CH2:42][CH2:43]1.[Pd+2:44]>>[Cl:1][c:2]1[cH:3][cH:4][c:5]([F:20])[c:6](-[c:8]2[n:9][c:10]3[c:11]([c:12]([NH:30][c:29]4[c:24]([C:23]([O:22][CH3:21])=[O:31])[cH:25][n:26][cH:27][cH:28]4)[n:13]2)[CH2:15][C:16]([CH3:18])([CH3:19])[CH2:17]3)[cH:7]1. Reactants: [N+](=O)([O-])C=C(SC)NC1=CC=CC=C1 (2-nitro-1-anilino-1-methylthioethene), CC(C(C)(C)C)N (1,2,2-trimethylpropylamine). Run at temperature 100 celsius. Yields the product [N+](=O)([O-])C=C(NC(C(C)(C)C)C)NC1=CC=CC=C1 (2-Nitro-1-anilino-1-(1,2,2-trimethylpropylamino)-ethene). As a reaction SMILES: [N+:1]([CH:4]=[C:5]([NH:8][C:9]1[CH:14]=[CH:13][CH:12]=[CH:11][CH:10]=1)SC)([O-:3])=[O:2].[CH3:15][CH:16]([NH2:21])[C:17]([CH3:20])([CH3:19])[CH3:18]>>[N+:1]([CH:4]=[C:5]([NH:8][C:9]1[CH:14]=[CH:13][CH:12]=[CH:11][CH:10]=1)[NH:21][CH:16]([CH3:15])[C:17]([CH3:20])([CH3:19])[CH3:18])([O-:3])=[O:2]. Procedure: A mixture of 10.5 g (0.05 mol) of 2-nitro-1-anilino-1-methylthioethene and 15.2 g (0.15 mol) of 1,2,2-trimethylpropylamine was heated at 100° C. for 5 hours. After the mixture had cooled, it was concentrated on a rotary evaporator and the residue was recrystallized from ethanol. Reactants: CC1=CC(C(C)(C)C)=CC1, [Li]CCCC, CCCCCC, CCOCC, Cl, O=C(c1ccccc1)c1ccccc1, C1CCOC1. Yields the product CC1=CC(C(C)(C)C)=CC1=C(c1ccccc1)c1ccccc1. As a reaction SMILES: [C:1]([CH3:2])([CH3:3])([CH3:4])[C:5]1=[CH:9][CH2:8][C:7]([CH3:10])=[CH:6]1.[CH2:17]([Li:18])[CH2:19][CH2:20][CH3:21].[CH3:11][CH2:12][CH2:13][CH2:14][CH2:15][CH3:16].[CH3:42][CH2:43][O:44][CH2:45][CH3:46].[ClH:36].[O:22]=[C:23]([c:24]1[cH:25][cH:26][cH:27][cH:28][cH:29]1)[c:30]1[cH:31][cH:32][cH:33][cH:34][cH:35]1.[O:37]1[CH2:38][CH2:39][CH2:40][CH2:41]1>>[C:1]([CH3:2])([CH3:3])([CH3:4])[C:5]1=[CH:9][C:8](=[C:23]([c:24]2[cH:25][cH:26][cH:27][cH:28][cH:29]2)[c:30]2[cH:31][cH:32][cH:33][cH:34][cH:35]2)[C:7]([CH3:10])=[CH:6]1.